Dataset: the Open Reaction Database (ORD), a public repository of structured organic reaction records. Task: describe an organic reaction: reactants, conditions, products, and yield Reactants: ClC1=C(C(=NC2=CC=C(C=C12)C(O)C1=CN=C(N1C)C)OC)CC=1C=NC(=CC1)C(F)(F)F ((4-Chloro-2-methoxy-3-((6-(trifluoromethyl)pyridin-3-yl)methyl)quinolin-6-yl)(1,2-dimethyl-1H-imidazol-5-yl)methanol), ClC1=C(C(=NC2=CC=C(C=C12)C(O)C1=CN=C(N1C)C)OC)CC=1C=NC(=CC1)C(F)(F)F ((4-Chloro-2-methoxy-3-((6-(trifluoromethyl)pyridin-3-yl)methyl)quinolin-6-yl)(1,2-dimethyl-1H-imidazol-5-yl)methanol), O1CCOCC1 (1,4-dioxane), N#N (N2). Reagents/catalysts: O=[Mn]=O (MnO2). Solvent: C1CCOC1 (THF). Conditions: temperature 80 celsius. Product: ClC1=C(C(=NC2=CC=C(C=C12)C(=O)C1=CN=C(N1C)C)OC)CC=1C=NC(=CC1)C(F)(F)F ((4-Chloro-2-methoxy-3-((6-(trifluoromethyl)pyridin-3-yl)methyl)quinolin-6-yl)(1,2-dimethyl-1H-imidazol-5-yl)methanone). RXN SMILES: [Cl:1][C:2]1[C:11]2[C:6](=[CH:7][CH:8]=[C:9]([CH:12]([C:14]3[N:18]([CH3:19])[C:17]([CH3:20])=[N:16][CH:15]=3)[OH:13])[CH:10]=2)[N:5]=[C:4]([O:21][CH3:22])[C:3]=1[CH2:23][C:24]1[CH:25]=[N:26][C:27]([C:30]([F:33])([F:32])[F:31])=[CH:28][CH:29]=1.O1CCOCC1.N#N>O=[Mn]=O.C1COCC1>[Cl:1][C:2]1[C:11]2[C:6](=[CH:7][CH:8]=[C:9]([C:12]([C:14]3[N:18]([CH3:19])[C:17]([CH3:20])=[N:16][CH:15]=3)=[O:13])[CH:10]=2)[N:5]=[C:4]([O:21][CH3:22])[C:3]=1[CH2:23][C:24]1[CH:25]=[N:26][C:27]([C:30]([F:31])([F:32])[F:33])=[CH:28][CH:29]=1. Procedure details: (4-Chloro-2-methoxy-3-((6-(trifluoromethyl)pyridin-3-yl)methyl)quinolin-6-yl)(1,2-dimethyl-1H-imidazol-5-yl)methanol (0.552 g, 1.158 mmol, Intermediate 45: step e), 1,4-dioxane (25 mL), dry THF (3 mL) and activated MnO2 (0.503 g, 5.788 mmol) were combined in a round-bottom flask and the mixture was heated at 80° C. under a condenser and a positive pressure of N2 overnight. The reaction was allowed to cool to ambient temperature and was filtered through Celite®, rinsing with THF. The filtrate was...